From a dataset of the Open Reaction Database (ORD), a public repository of structured organic reaction records. describe an organic reaction: reactants, conditions, products, and yield Starting materials: Clc1ccc(Br)cn1, O=C([O-])[O-], CN1CCCC1=O, CN1CCNCC1, [K+], [K+], O. The product is CN1CCN(c2ccc(Br)cn2)CC1. RXN SMILES: [Br:1][c:2]1[cH:3][cH:4][c:5]([Cl:8])[n:6][cH:7]1.[C:16](=[O:17])([O-:18])[O-:19].[CH3:22][N:23]1[CH2:24][CH2:25][CH2:26][C:27]1=[O:28].[CH3:9][N:10]1[CH2:11][CH2:12][NH:13][CH2:14][CH2:15]1.[K+:20].[K+:21].[OH2:29]>>[Br:1][c:2]1[cH:3][cH:4][c:5]([N:13]2[CH2:12][CH2:11][N:10]([CH3:9])[CH2:15][CH2:14]2)[n:6][cH:7]1. Reactants: O=C([O-])[O-], CO, CCOC(=O)C(C)(C)Oc1cc(C2CCCN(C(=O)OCc3ccc(C(F)(F)F)cc3)C2)ccc1C, [K+], [K+], O. Product: Cc1ccc(C2CCCN(C(=O)OCc3ccc(C(F)(F)F)cc3)C2)cc1OC(C)(C)C(=O)O. RXN SMILES: [C:37](=[O:38])([O-:39])[O-:40].[CH3:43][OH:44].[F:1][C:2]([c:3]1[cH:4][cH:5][c:6]([CH2:7][O:8][C:9](=[O:10])[N:11]2[CH2:12][CH:13]([c:17]3[cH:18][c:19]([O:24][C:25]([CH3:26])([CH3:27])[C:28](=[O:29])[O:30][CH2:31][CH3:32])[c:20]([CH3:23])[cH:21][cH:22]3)[CH2:14][CH2:15][CH2:16]2)[cH:33][cH:34]1)([F:35])[F:36].[K+:41].[K+:42].[OH2:45]>>[F:1][C:2]([c:3]1[cH:4][cH:5][c:6]([CH2:7][O:8][C:9](=[O:10])[N:11]2[CH2:12][CH:13]([c:17]3[cH:18][c:19]([O:24][C:25]([CH3:26])([CH3:27])[C:28](=[O:29])[OH:30])[c:20]([CH3:23])[cH:21][cH:22]3)[CH2:14][CH2:15][CH2:16]2)[cH:33][cH:34]1)([F:35])[F:36].